From a dataset of the Open Reaction Database (ORD), a public repository of structured organic reaction records. describe an organic reaction: reactants, conditions, products, and yield Starting materials: O=[N+]([O-])c1cc(F)cc(I)c1, CCC1(CC)OC(=O)N(C)c2ccc(N)cc21. The product is CCC1(CC)OC(=O)N(C)c2ccc(Nc3cc(F)cc([N+](=O)[O-])c3)cc21. RXN SMILES: [F:18][c:19]1[cH:20][c:21]([I:28])[cH:22][c:23]([N+:25](=[O:26])[O-:27])[cH:24]1.[NH2:1][c:2]1[cH:3][cH:4][c:5]2[c:6]([cH:17]1)[C:7]([CH2:13][CH3:14])([CH2:15][CH3:16])[O:8][C:9](=[O:12])[N:10]2[CH3:11]>>[NH:1]([c:2]1[cH:3][cH:4][c:5]2[c:6]([cH:17]1)[C:7]([CH2:13][CH3:14])([CH2:15][CH3:16])[O:8][C:9](=[O:12])[N:10]2[CH3:11])[c:21]1[cH:20][c:19]([F:18])[cH:24][c:23]([N+:25](=[O:26])[O-:27])[cH:22]1.